From a dataset of the Open Reaction Database (ORD), a public repository of structured organic reaction records. describe an organic reaction: reactants, conditions, products, and yield Reported procedure: Methyl 10-(4-chlorobenzenesulphonamido)decanoate (0.85 g, 0.0023 mol) was treated with 5N sodium hydroxide (15 ml) in ethanol (25 ml) at room temperature for 1 hour. The pH was adjusted to 1 with dilute hydrochloric acid and the precipitated solid was filtered off and recrystallised (isopropanol-ether) to give the title compound (0.17 g, m.p. 192°-4° C.). The product is ClC1=CC=C(C=C1)S(=O)(=O)NCCCCCCCCCC(=O)O (10-(4-Chlorobenzenesulphonamido)decanoic Acid). Yield: 20.4%. Reaction SMILES: [Cl:1][C:2]1[CH:7]=[CH:6][C:5]([S:8]([NH:11][CH2:12][CH2:13][CH2:14][CH2:15][CH2:16][CH2:17][CH2:18][CH2:19][CH2:20][C:21]([O:23]C)=[O:22])(=[O:10])=[O:9])=[CH:4][CH:3]=1.[OH-].[Na+].Cl>C(O)C>[Cl:1][C:2]1[CH:3]=[CH:4][C:5]([S:8]([NH:11][CH2:12][CH2:13][CH2:14][CH2:15][CH2:16][CH2:17][CH2:18][CH2:19][CH2:20][C:21]([OH:23])=[O:22])(=[O:9])=[O:10])=[CH:6][CH:7]=1 |f:1.2|. Solvent: C(C)O (ethanol). Starting materials: ClC1=CC=C(C=C1)S(=O)(=O)NCCCCCCCCCC(=O)OC (Methyl 10-(4-chlorobenzenesulphonamido)decanoate), [OH-].[Na+] (sodium hydroxide), Cl (hydrochloric acid). The reactants are CC(=O)Nc1c(C)cc(C(=O)O)cc1[N+](=O)[O-], Cl. Product: Cc1cc(C(=O)O)cc([N+](=O)[O-])c1N. RXN SMILES: [C:1](=[O:2])([CH3:3])[NH:4][c:5]1[c:6]([CH3:17])[cH:7][c:8]([C:9](=[O:10])[OH:11])[cH:12][c:13]1[N+:14](=[O:15])[O-:16].[ClH:18]>>[NH2:4][c:5]1[c:6]([CH3:17])[cH:7][c:8]([C:9](=[O:10])[OH:11])[cH:12][c:13]1[N+:14](=[O:15])[O-:16]. Reactants: ClC1=CC(=NC=N1)NC=1C=C(C(=O)NC)C=CC1 (3-(6-chloropyrimidin-4-ylamino)-N-methylbenzamide), Cl.FC1=CC=C(OC2CNC2)C=C1 (3-(4-fluorophenoxy)azetidine hydrochloride), C(C)(C)N(C(C)C)CC (N,N-diisopropylethylamine). Run in CC(C)O (2-propanol). Run at temperature 84 celsius. Yields the product FC1=CC=C(OC2CN(C2)C2=CC(=NC=N2)NC=2C=C(C(=O)NC)C=CC2)C=C1 (3-(6-(3-(4-fluorophenoxy)azetidin-1-yl)pyrimidin-4-ylamino)-N-methylbenzamide). Isolated yield 100.0%. RXN SMILES: Cl[C:2]1[N:7]=[CH:6][N:5]=[C:4]([NH:8][C:9]2[CH:10]=[C:11]([CH:16]=[CH:17][CH:18]=2)[C:12]([NH:14][CH3:15])=[O:13])[CH:3]=1.Cl.[F:20][C:21]1[CH:31]=[CH:30][C:24]([O:25][CH:26]2[CH2:29][NH:28][CH2:27]2)=[CH:23][CH:22]=1.C(N(CC)C(C)C)(C)C>CC(O)C>[F:20][C:21]1[CH:31]=[CH:30][C:24]([O:25][CH:26]2[CH2:27][N:28]([C:2]3[N:7]=[CH:6][N:5]=[C:4]([NH:8][C:9]4[CH:10]=[C:11]([CH:16]=[CH:17][CH:18]=4)[C:12]([NH:14][CH3:15])=[O:13])[CH:3]=3)[CH2:29]2)=[CH:23][CH:22]=1 |f:1.2|. Procedure: To 3-(6-chloropyrimidin-4-ylamino)-N-methylbenzamide (90.0 mg, 0.343 mmol) and 3-(4-fluorophenoxy)azetidine hydrochloride (73.3 mg, 0.360 mmol) in a disposable sealed tube at RT was added 2-propanol (2 mL) followed by N,N-diisopropylethylamine (0.179 mL, 1.028 mmol). The resulting reaction mixture was heated to 84° C. for 51 h, cooled to RT, concentrated, purified using MPLC (5 g cartridge, 12 g column, 0 to 65% 90/10 CH2Cl2-MeOH in CH2Cl2) giving 3-(6-(3-(4-fluorophenoxy)azetidin-1-yl)pyrimidin... The reactants are FC(COC1=CC=C(C=O)C=C1)(C(F)F)F (4-(2,2,3,3-tetrafluoropropoxy)benzaldehyde), C(#N)CC(=O)O (cyanoacetic acid), N1CCCCC1 (piperidine), N1CCCCC1 (piperidine), FC(COC1=CC=C(\C=C/C#N)C=C1)(C(F)F)F (cis-4-(2,2,3,3-tetrafluoropropoxy)cinnamonitrile), C(#N)CC(=O)O (cyanoacetic acid), FC(COC1=CC=C(/C=C/C#N)C=C1)(C(F)F)F (trans-4-(2,2,3,3-tetrafluoropropoxy)cinnamonitrile). Run in N1=CC=CC=C1 (pyridine). Product: FC(COC1=CC=C(C=CC#N)C=C1)(C(F)F)F (4-(2,2,3,3-tetrafluoropropoxy) cinnamonitrile). Isolated yield 78.0%. As a reaction SMILES: FC(F)(C(F)F)COC1C=CC(C=O)=CC=1.C(CC(O)=O)#N.N1CCCCC1.[F:29][C:30]([F:46])([CH:43]([F:45])[F:44])[CH2:31][O:32][C:33]1[CH:42]=[CH:41][C:36](/[CH:37]=[CH:38]\[C:39]#[N:40])=[CH:35][CH:34]=1.FC(F)(C(F)F)COC1C=CC(/C=C/C#N)=CC=1>N1C=CC=CC=1>[F:29][C:30]([F:46])([CH:43]([F:44])[F:45])[CH2:31][O:32][C:33]1[CH:42]=[CH:41][C:36]([CH:37]=[CH:38][C:39]#[N:40])=[CH:35][CH:34]=1. Procedure: A mixture of 500 g of 4-(2,2,3,3-tetrafluoropropoxy)benzaldehyde, 183 g of cyanoacetic acid, 250 ml of pyridine and 250 ml of piperidine are heated with stirring and allowed to react for 1 hour at 110° C. A further 36.6 g of cyanoacetic acid are then added and the mixture is allowed to react for a further 30 minutes at 110° C. The reaction mixture is cooled, distilled under reduced pressure and 433.1 g of 4-(2,2,3,3-tetrafluoropropoxy)cinnamonitrile are obtained (yield: 78%; purity 95%) in the f... Reactants: N1(CCCCC1)CC=1C=NN(C1)OCCCN (3-(4-piperidinomethylpyrazol-1-yloxy)propylamine), CSC=1NC=C(C(N1)=O)CC=1C=CC(=NC1)C (2-methylthio-5-(2-methylpyrid-5-ylmethyl)-1H-pyrimid-4-one), C(C(O)C(O)C(=O)O)(=O)O (tartaric acid). Solvent: N1=CC=CC=C1 (pyridine), C(C)(C)O (isopropanol). Yields the product N1(CCCCC1)CC=1C=NN(C1)OCCCNC=1NC=C(C(N1)=O)CC=1C=CC(=NC1)C (2-[3-(4-Piperidinomethylpyrazol-1-yloxy)-propylamino]-5-(2-methylpyrid-5-ylmethyl)-1H-pyrimid-4-one). Reaction SMILES: [N:1]1([CH2:7][C:8]2[CH:9]=[N:10][N:11]([O:13][CH2:14][CH2:15][CH2:16][NH2:17])[CH:12]=2)[CH2:6][CH2:5][CH2:4][CH2:3][CH2:2]1.CS[C:20]1[NH:21][CH:22]=[C:23]([CH2:27][C:28]2[CH:29]=[CH:30][C:31]([CH3:34])=[N:32][CH:33]=2)[C:24](=[O:26])[N:25]=1.C(O)(=O)C(C(C(O)=O)O)O>N1C=CC=CC=1.C(O)(C)C>[N:1]1([CH2:7][C:8]2[CH:9]=[N:10][N:11]([O:13][CH2:14][CH2:15][CH2:16][NH:17][C:20]3[NH:21][CH:22]=[C:23]([CH2:27][C:28]4[CH:29]=[CH:30][C:31]([CH3:34])=[N:32][CH:33]=4)[C:24](=[O:26])[N:25]=3)[CH:12]=2)[CH2:6][CH2:5][CH2:4][CH2:3][CH2:2]1. Procedure details: 3.5 g of 3-(4-piperidinomethylpyrazol-1-yloxy)propylamine and 3.6 g of 2-methylthio-5-(2-methylpyrid-5-ylmethyl)-1H-pyrimid-4-one in 30 ml of pyridine are refluxed for 30 hours. The pyridine is distilled off and the residue is then chromatographed over neutral Al2O3 (activity level III) using methylene chloride/3% strength methanol as the mobile phase. The oil obtained is reacted with tartaric acid in isopropanol to give an amorphous solid. Reactants: ClC=1C=C2C(C(NC2=CC1)=O)=O (5-chloroisatin), BrC1=C(C=C(N(C)C)C=C1)OC (4-bromo-3-methoxy-N,N-dimethyl aniline). The product is ClC=1C=C2C(C(NC2=CC1)=O)(O)C1=C(C=C(C=C1)N(C)C)OC (5-chloro-3-[4-(dimethylamino)-2-methoxyphenyl]-3-hydroxy-1,3-dihydro-2H-indol-2-one). Isolated yield 42.1%. RXN SMILES: [Cl:1][C:2]1[CH:3]=[C:4]2[C:8](=[CH:9][CH:10]=1)[NH:7][C:6](=[O:11])[C:5]2=[O:12].Br[C:14]1[CH:22]=[CH:21][C:17]([N:18]([CH3:20])[CH3:19])=[CH:16][C:15]=1[O:23][CH3:24]>>[Cl:1][C:2]1[CH:3]=[C:4]2[C:8](=[CH:9][CH:10]=1)[NH:7][C:6](=[O:11])[C:5]2([C:14]1[CH:22]=[CH:21][C:17]([N:18]([CH3:19])[CH3:20])=[CH:16][C:15]=1[O:23][CH3:24])[OH:12]. Procedure: With 1.97 g of 5-chloroisatin and 4.99 g of the compound obtained in Step 194-1 as starting materials, 1.52 g of the title compound (pale yellow amorphous) was obtained by a similar method to Step 21-1.